Dataset: the Open Reaction Database (ORD), a public repository of structured organic reaction records. Task: describe an organic reaction: reactants, conditions, products, and yield The reactants are CCOC(=O)C (EtOAc), OCC1=CC(=NC(=C1)C(F)(F)F)O[C@H]1CC[C@H](CC1)N1CC(C1)(N1N=CC(=C1)C=1C2=C(N=CN1)N(C=C2)COCC[Si](C)(C)C)CC#N ({1-(cis-4-{[4-(Hydroxymethyl)-6-(trifluoromethyl)pyridin-2-yl]oxy}cyclohexyl)-3-[4-(7-{[2-(trimethylsilyl)ethoxy]methyl}-7H-pyrrolo[2,3-d]pyrimidin-4-yl)-1H-pyrazol-1-yl]azetidin-3-yl}acetonitrile), CS(=O)(=O)Cl (methanesulfonyl chloride), C(C)(C)N(C(C)C)CC (N,N-diisopropylethylamine). Solvent: C(Cl)Cl (methylene chloride). Run at temperature 0 celsius, time 1 hour. Yields the product CS(=O)(=O)OCC1=CC(=NC(=C1)C(F)(F)F)O[C@@H]1CC[C@@H](CC1)N1CC(C1)(N1N=CC(=C1)C=1C2=C(N=CN1)N(C=C2)COCC[Si](C)(C)C)CC#N ([2-[(cis-4-{3-(cyanomethyl)-3-[4-(7-{[2-(trimethylsilyl)ethoxy]methyl}-7H-pyrrolo[2,3-d]pyrimidin-4-yl)-1H-pyrazol-1-yl]azetidin-1-yl}cyclohexyl)oxy]-6-(trifluoromethyl)pyridin-4-yl]methyl methanesulfonate). As a reaction SMILES: [OH:1][CH2:2][C:3]1[CH:8]=[C:7]([C:9]([F:12])([F:11])[F:10])[N:6]=[C:5]([O:13][C@@H:14]2[CH2:19][CH2:18][C@H:17]([N:20]3[CH2:23][C:22]([CH2:46][C:47]#[N:48])([N:24]4[CH:28]=[C:27]([C:29]5[C:30]6[CH:37]=[CH:36][N:35]([CH2:38][O:39][CH2:40][CH2:41][Si:42]([CH3:45])([CH3:44])[CH3:43])[C:31]=6[N:32]=[CH:33][N:34]=5)[CH:26]=[N:25]4)[CH2:21]3)[CH2:16][CH2:15]2)[CH:4]=1.C(N(CC)C(C)C)(C)C.[CH3:58][S:59](Cl)(=[O:61])=[O:60].CCOC(C)=O>C(Cl)Cl>[CH3:58][S:59]([O:1][CH2:2][C:3]1[CH:8]=[C:7]([C:9]([F:11])([F:10])[F:12])[N:6]=[C:5]([O:13][C@H:14]2[CH2:15][CH2:16][C@@H:17]([N:20]3[CH2:21][C:22]([CH2:46][C:47]#[N:48])([N:24]4[CH:28]=[C:27]([C:29]5[C:30]6[CH:37]=[CH:36][N:35]([CH2:38][O:39][CH2:40][CH2:41][Si:42]([CH3:43])([CH3:44])[CH3:45])[C:31]=6[N:32]=[CH:33][N:34]=5)[CH:26]=[N:25]4)[CH2:23]3)[CH2:18][CH2:19]2)[CH:4]=1)(=[O:61])=[O:60]. Reported procedure: {1-(cis-4-{[4-(Hydroxymethyl)-6-(trifluoromethyl)pyridin-2-yl]oxy}cyclohexyl)-3-[4-(7-{[2-(trimethylsilyl)ethoxy]methyl}-7H-pyrrolo[2,3-d]pyrimidin-4-yl)-1H-pyrazol-1-yl]azetidin-3-yl}acetonitrile (from Example 64, 145.0 mg, 0.2124 mmol) was dissolved in methylene chloride (2.93 mL) and was cooled to 0° C. To that N,N-diisopropylethylamine (60.5 μL, 0.347 mmol) was added followed by methanesulfonyl chloride (23 μL, 0.30 mmol). The reaction was stirred at 0° C. for 1 hour. Then the reaction mixtu...